From a dataset of the Open Reaction Database (ORD), a public repository of structured organic reaction records. describe an organic reaction: reactants, conditions, products, and yield Reactants: O=C([O-])[O-], CC(CC(O)C(Cc1ccccc1)NC(=O)c1cc(O)cc(N2CCCC2=O)c1)C(=O)NCCC(C)(C)C, C=CCBr, CCOC(C)=O, Cl, [Cs+], [Cs+], CN(C)C=O. Yields the product C=CCOc1cc(C(=O)NC(Cc2ccccc2)C(O)CC(C)C(=O)NCCC(C)(C)C)cc(N2CCCC2=O)c1. As a reaction SMILES: [C:39](=[O:40])([O-:41])[O-:42].[CH2:1]([c:2]1[cH:3][cH:4][cH:5][cH:6][cH:7]1)[CH:8]([CH:9]([CH2:10][CH:11]([CH3:12])[C:13]([NH:14][CH2:15][CH2:16][C:17]([CH3:18])([CH3:19])[CH3:20])=[O:21])[OH:22])[NH:23][C:24]([c:25]1[cH:26][c:27]([OH:37])[cH:28][c:29]([N:31]2[C:32](=[O:36])[CH2:33][CH2:34][CH2:35]2)[cH:30]1)=[O:38].[CH2:45]([CH:46]=[CH2:47])[Br:48].[CH3:54][CH2:55][O:56][C:57](=[O:58])[CH3:59].[ClH:60].[Cs+:43].[Cs+:44].[O:49]=[CH:50][N:51]([CH3:52])[CH3:53]>>[CH2:1]([c:2]1[cH:3][cH:4][cH:5][cH:6][cH:7]1)[CH:8]([CH:9]([CH2:10][CH:11]([CH3:12])[C:13]([NH:14][CH2:15][CH2:16][C:17]([CH3:18])([CH3:19])[CH3:20])=[O:21])[OH:22])[NH:23][C:24]([c:25]1[cH:26][c:27]([O:37][CH2:47][CH:46]=[CH2:45])[cH:28][c:29]([N:31]2[C:32](=[O:36])[CH2:33][CH2:34][CH2:35]2)[cH:30]1)=[O:38]. Starting materials: C(C)OCCOCCOCCO (triethylene glycol monoethyl ether), C=O (paraformaldehyde), C1(=CC=CC=C1)C (toluene), acid. Solvent: O (water). Product: C(CCC)OCCOC(C)O (butoxyethoxyethanol). As a reaction SMILES: C(O[CH2:4][CH2:5][O:6][CH2:7][CH2:8][O:9][CH2:10][CH2:11]O)C.C=[O:14].[C:15]1([CH3:21])C=CC=CC=1>O>[CH2:10]([O:9][CH2:8][CH2:7][O:6][CH:5]([OH:14])[CH3:4])[CH2:11][CH2:15][CH3:21]. Procedure: A mixture of 400 g triethylene glycol monoethyl ether (2.2 mol), 48 g paraformaldehyde (1.6 mol), 150 ml toluene and 10 g of an acid ion exchange resin was refluxed for 6 hours in a 1 liter flask equipped with a water separator and reflux condenser. Filtration of the product followed by distillation gave a quantitative yield of the desired product. Starting materials: [N+](=O)([O-])C=1C=CC(=NC1)OC1=CC=C(C=C1)CO ({4-[(5-nitropyridin-2-yl)oxy]phenyl}methanol), C(C)(=O)O (acetic acid), CS(=O)(=O)Cl (methanesulfonyl chloride). The reagents and catalysts are [Zn] (zinc), [O-2].[O-2].[Mn+4] (manganese dioxide). The solvent is N1=CC=CC=C1 (pyridine). Yields the product C(=O)C1=CC=C(OC2=CC=C(C=N2)NS(=O)(=O)C)C=C1 (N-[6-(4-formylphenoxy)pyridin-3-yl]methanesulfonamide). RXN SMILES: [N+:1]([C:4]1[CH:5]=[CH:6][C:7]([O:10][C:11]2[CH:16]=[CH:15][C:14]([CH2:17][OH:18])=[CH:13][CH:12]=2)=[N:8][CH:9]=1)([O-])=O.C(O)(=O)C.[CH3:23][S:24](Cl)(=[O:26])=[O:25]>N1C=CC=CC=1.[Zn].[O-2].[O-2].[Mn+4]>[CH:17]([C:14]1[CH:15]=[CH:16][C:11]([O:10][C:7]2[N:8]=[CH:9][C:4]([NH:1][S:24]([CH3:23])(=[O:26])=[O:25])=[CH:5][CH:6]=2)=[CH:12][CH:13]=1)=[O:18] |f:5.6.7|. Reported procedure: {4-[(5-nitropyridin-2-yl)oxy]phenyl}methanol was subjected to reduction of nitro group by using zinc and acetic acid, the obtained compound reacted with methanesulfonyl chloride in pyridine, and the obtained compound was subjected to oxidation by using manganese dioxide to give the title compound having the following physical data. The reactants are N (ammonia), CN1S(CC(C=C1C)=O)(=O)=O (2,3-dimethyl-1,2-thiazin-5(6H)-one 1,1-dioxide). The solvent is CO (methanol). Reaction conditions: time 8 hour. Product: NC(=CC(CS(=O)(=O)NC)=O)C (4-amino-N-methyl-2-oxo-3-pentenesulfonamide). RXN SMILES: [NH3:1].[CH3:2][N:3]1[C:8]([CH3:9])=[CH:7][C:6](=[O:10])[CH2:5][S:4]1(=[O:12])=[O:11]>CO>[NH2:1][C:8]([CH3:9])=[CH:7][C:6](=[O:10])[CH2:5][S:4]([NH:3][CH3:2])(=[O:12])=[O:11]. Procedure details: A moderately rapid stream of dry ammonia was introduced at 20°-25° during 3 hours into a suspension of 10 g of 2,3-dimethyl-1,2-thiazin-5(6H)-one 1,1-dioxide in 100 ml of methanol, whereby a clear pale yellow solution resulted after about 10-15 minutes. Thereupon, the mixture was stirred further at room temperature overnight. The crystallized-out product was filtered off and washed with a small amount of methanol, whereby there were obtained 9.8 g of 4-amino-N-methyl-2-oxo-3-pentenesulfonamide i... Reactants: C1=NC=CC2=C(C=CC=C12)C=1C=C2C=CC=C(C2=CC1)C(=O)O (6-(isoquinolin-5-yl)-1-naphthoic acid), [Cl-] (chloride), CN(C)C=O (DMF). RXN SMILES: [CH:1]1[C:10]2[C:5](=[C:6]([C:11]3[CH:12]=[C:13]4[C:18](=[CH:19][CH:20]=3)[C:17]([C:21](O)=[O:22])=[CH:16][CH:15]=[CH:14]4)[CH:7]=[CH:8][CH:9]=2)[CH:4]=[CH:3][N:2]=1.[Cl-].C[N:26](C=O)C>C(Cl)Cl>[CH:1]1[C:10]2[C:5](=[C:6]([C:11]3[CH:12]=[C:13]4[C:18](=[CH:19][CH:20]=3)[C:17]([C:21]([NH2:26])=[O:22])=[CH:16][CH:15]=[CH:14]4)[CH:7]=[CH:8][CH:9]=2)[CH:4]=[CH:3][N:2]=1. The solvent is C(Cl)Cl (CH2Cl2). Procedure details: 6-(isoquinolin-5-yl)-1-naphthoic acid (0.86 mg, 0.29 mmol) was suspended in CH2Cl2 (2 mL) and oxallyl chloride (0.038 mL, 0.4 mmol) was added followed by a drop of DMF. Mixture was stirred at room temperature for 3 h and solvent was evaporated and residue dried under vacuum. The crude acid chloride was dissolved in a solution of NH3 in dioxane and was stirred at room temperature. Solvent was evaporated, a solution of aqueous NaHCO3 was added and the mixture was extracted with CH2Cl2 and then wit... Product: C1=NC=CC2=C(C=CC=C12)C=1C=C2C=CC=C(C2=CC1)C(=O)N (6-(isoquinolin-5-yl)-1-naphthamide). Reaction conditions: time 3 hour. Reactants: ClCCl, COCCOC, CSCS(C)=O, [KH], N#Cc1ccccc1, O. The product is CSC(=C(N)c1ccccc1)S(C)=O. RXN SMILES: [CH2:16]([Cl:17])[Cl:18].[CH3:19][O:20][CH2:21][CH2:22][O:23][CH3:24].[CH3:1][S:2][CH2:3][S:4](=[O:5])[CH3:6].[KH:7].[N:8]#[C:9][c:10]1[cH:11][cH:12][cH:13][cH:14][cH:15]1.[OH2:25]>>[CH3:1][S:2][C:3]([S:4](=[O:5])[CH3:6])=[C:9]([NH2:8])[c:10]1[cH:11][cH:12][cH:13][cH:14][cH:15]1.